From a dataset of the Open Reaction Database (ORD), a public repository of structured organic reaction records. describe an organic reaction: reactants, conditions, products, and yield Reactants: NCCN(C(OC(C)(C)C)=O)C (1,1-dimethylethyl (2-aminoethyl)methylcarbamate), sulfone, FC1=C(C(=CC=C1)F)N1C(C=CC2=C1N=C(N=C2C=2C=C(C(=O)NCCC)C=CC2C)S(=O)(=O)C)=O (3-[8-(2,6-difluorophenyl)-2-(methylsulfonyl)-7-oxo-7,8-dihydropyrido[2,3-d]pyrimidin-4-yl]-4-methyl-N-propylbenzamide), TEA. Solvent: C(Cl)Cl (CH2Cl2), C(Cl)Cl (CH2Cl2). Yields the product FC1=C(C(=CC=C1)F)N1C(C=CC2=C1N=C(N=C2C2=C(C=CC(=C2)C(=O)NCCC)C)NCCN(C(OC(C)(C)C)=O)C)=O (1,1-dimethylethyl {2-[(8-(2,6-difluorophenyl)-4-{2-methyl-5-[(propylamino)carbonyl]phenyl}-7-oxo-7,8-dihydro-pyrido[2,3-d]pyrimidin-2-yl)amino]ethyl}methylcarbamate). As a reaction SMILES: [F:1][C:2]1[CH:7]=[CH:6][CH:5]=[C:4]([F:8])[C:3]=1[N:9]1[C:14]2[N:15]=[C:16](S(C)(=O)=O)[N:17]=[C:18]([C:19]3[CH:20]=[C:21]([CH:28]=[CH:29][C:30]=3[CH3:31])[C:22]([NH:24][CH2:25][CH2:26][CH3:27])=[O:23])[C:13]=2[CH:12]=[CH:11][C:10]1=[O:36].[NH2:37][CH2:38][CH2:39][N:40]([CH3:48])[C:41](=[O:47])[O:42][C:43]([CH3:46])([CH3:45])[CH3:44]>C(Cl)Cl>[F:1][C:2]1[CH:7]=[CH:6][CH:5]=[C:4]([F:8])[C:3]=1[N:9]1[C:14]2[N:15]=[C:16]([NH:37][CH2:38][CH2:39][N:40]([CH3:48])[C:41](=[O:47])[O:42][C:43]([CH3:44])([CH3:45])[CH3:46])[N:17]=[C:18]([C:19]3[CH:20]=[C:21]([C:22]([NH:24][CH2:25][CH2:26][CH3:27])=[O:23])[CH:28]=[CH:29][C:30]=3[CH3:31])[C:13]=2[CH:12]=[CH:11][C:10]1=[O:36]. Reported procedure: 3-[8-(2,6-difluorophenyl)-2-(methylsulfonyl)-7-oxo-7,8-dihydropyrido[2,3-d]pyrimidin-4-yl]-4-methyl-N-propylbenzamide (1.59 g, 3.1 mmol), was dissolved in CH2Cl2 (140 mL) and stirred under argon at room temperature. 1,1-dimethylethyl (2-aminoethyl)methylcarbamate (0.806 g, 4.65 mmol), and TEA (0.87 mL, 6.2 mmol) were combined in CH2Cl2 (10 mL) and added to the solution of the sulfone. The resulting reaction mixture was stirred under argon overnight. The solvents were pumped off in vacuo. The res... Reactants: CN(C)CCC(C(=O)O)(P(=O)(O)O)O (4-(N,N-dimethylamino)-2-hydroxy-2-phosphonobutanoic acid), [OH-].[Na+] (NaOH), C(C)(=O)SCCBr (S-acetyl-2-bromoethanethiol). Run in O (water), C(C)O (ethanol). Yields the product [Br-].C(C)(=O)SCC[N+](C)(C)CCC(P(=O)(O)O)(O)C(=O)O (N-(2-(acetylthio)ethyl)-N-(3-carboxy-3-hydroxy-3-phosphonopropyl)-N,N-dimethylammonium bromide). As a reaction SMILES: [CH3:1][N:2]([CH2:4][CH2:5][C:6]([OH:14])([P:10]([OH:13])([OH:12])=[O:11])[C:7]([OH:9])=[O:8])[CH3:3].[OH-].[Na+].[C:17]([S:20][CH2:21][CH2:22][Br:23])(=[O:19])[CH3:18]>O.C(O)C>[Br-:23].[C:17]([S:20][CH2:21][CH2:22][N+:2]([CH2:4][CH2:5][C:6]([C:7]([OH:9])=[O:8])([OH:14])[P:10]([OH:13])([OH:12])=[O:11])([CH3:1])[CH3:3])(=[O:19])[CH3:18] |f:1.2,6.7|. Reported procedure: A solution of 2.27 g (0.01 mole) of 4-(N,N-dimethylamino)-2-hydroxy-2-phosphonobutanoic acid (prepared as described in Method 1) in 20 ml water and 40 ml ethanol is adjusted to pH 7.0 by addition of 1N aqueous NaOH. To this is added 9.16 g (0.05 mole) of S-acetyl-2-bromoethanethiol, and the reaction is heated at 40°-80° for several hours. The reaction is evaporated to dryness under reduced pressure. The resulting residue is triturated with acetone several times (acetone extracts are discarded). ...